This data is from the Open Reaction Database (ORD), a public repository of structured organic reaction records. The task is: describe an organic reaction: reactants, conditions, products, and yield Yield: 77.8%. Yields the product C(C)OC(=O)C=1NC2=CC=C(C=C2C1)C1=NC=C(C=C1)C(F)(F)F (5-(5-(Trifluoromethyl)pyrid-2-yl)indole-2-carboxylic acid ethyl ester). Reported procedure: A stirred mixture of 5-(4,4,5,5-tetramethyl-1,3,2-dioxaborolan-2-yl)indole-2-carboxylic acid ethyl ester (300 mg, 0.95 mmol; see step (a)), 2-bromo-5-(trifluoromethyl)pyridine (323 mg, 1.43 mmol), sodium carbonate (2M, 1.43 mL, 2.85 mmol), Pd(PPh3)4 (54 mg, 0.05 mmol), EtOH (5 mL) and toluene (20 mL) was heated at 80° C. for 2 h. Another portion of Pd(PPh3)4 (54 mg, 0.05 mmol) was added and the heating continued for 16 h. The mixture was diluted with EtOAc, washed with brine, dried over MgSO4, c... Run in C1(=CC=CC=C1)C (toluene), CCOC(=O)C (EtOAc). Reaction conditions: temperature 80 celsius, time 16 hour. Reactants: C(C)OC(=O)C=1NC2=CC=C(C=C2C1)B1OC(C(O1)(C)C)(C)C (5-(4,4,5,5-Tetramethyl-1,3,2-dioxaborolan-2-yl)indole-2-carboxylic acid ethyl ester), BrC1=NC=C(C=C1)C(F)(F)F (2-bromo-5-(trifluoromethyl)pyridine), C([O-])([O-])=O.[Na+].[Na+] (sodium carbonate), CCO (EtOH). RXN SMILES: [CH2:1]([O:3][C:4]([C:6]1[NH:7][C:8]2[C:13]([CH:14]=1)=[CH:12][C:11](B1OC(C)(C)C(C)(C)O1)=[CH:10][CH:9]=2)=[O:5])[CH3:2].Br[C:25]1[CH:30]=[CH:29][C:28]([C:31]([F:34])([F:33])[F:32])=[CH:27][N:26]=1.C(=O)([O-])[O-].[Na+].[Na+].CCO>CCOC(C)=O.C1C=CC([P]([Pd]([P](C2C=CC=CC=2)(C2C=CC=CC=2)C2C=CC=CC=2)([P](C2C=CC=CC=2)(C2C=CC=CC=2)C2C=CC=CC=2)[P](C2C=CC=CC=2)(C2C=CC=CC=2)C2C=CC=CC=2)(C2C=CC=CC=2)C2C=CC=CC=2)=CC=1.C1(C)C=CC=CC=1>[CH2:1]([O:3][C:4]([C:6]1[NH:7][C:8]2[C:13]([CH:14]=1)=[CH:12][C:11]([C:25]1[CH:30]=[CH:29][C:28]([C:31]([F:34])([F:33])[F:32])=[CH:27][N:26]=1)=[CH:10][CH:9]=2)=[O:5])[CH3:2] |f:2.3.4,^1:53,55,74,93|. The reagents and catalysts are C=1C=CC(=CC1)[P](C=2C=CC=CC2)(C=3C=CC=CC3)[Pd]([P](C=4C=CC=CC4)(C=5C=CC=CC5)C=6C=CC=CC6)([P](C=7C=CC=CC7)(C=8C=CC=CC8)C=9C=CC=CC9)[P](C=1C=CC=CC1)(C=1C=CC=CC1)C=1C=CC=CC1 (Pd(PPh3)4), C=1C=CC(=CC1)[P](C=2C=CC=CC2)(C=3C=CC=CC3)[Pd]([P](C=4C=CC=CC4)(C=5C=CC=CC5)C=6C=CC=CC6)([P](C=7C=CC=CC7)(C=8C=CC=CC8)C=9C=CC=CC9)[P](C=1C=CC=CC1)(C=1C=CC=CC1)C=1C=CC=CC1 (Pd(PPh3)4). Reaction conditions: time 4 day. Product: CC(C=CC=CC=1C=C(C=NC1Cl)OC[C@@H]1N(CCC1)C(=O)OC(C)(C)C)(C)C (5-(5,5-dimethyl-1,3-hexadienyl)-6-chloro-3-(1-BOC-2-(R)-pyrrolidinylmethoxy)pyridine). Reactants: BrC=1C=C(C=NC1Cl)OC[C@@H]1N(CCC1)C(=O)OC(C)(C)C (5-bromo-6-chloro-3-(1-BOC-2-(R)-pyrrolidinylmethoxy)pyridine), C1(=C(C=CC=C1)P(C1=C(C=CC=C1)C)C1=C(C=CC=C1)C)C (tris(o-tolyl)phosphine), CC(C=CC=C)(C)C (5,5-dimethyl-1,3-hexadiene), Pd(OAc)4. Isolated yield 26.7%. Solvent: C(C)#N (acetonitrile), CCOC(=O)C (EtOAc). Procedure details: A solution of 5-bromo-6-chloro-3-(1-BOC-2-(R)-pyrrolidinylmethoxy)pyridine from Example 69a (480 mg, 1.2 mmol), 5-(5,5-dimethyl-1,3-hexadiene (200 mg, 1.8 mmol), Pd(OAc)4 (25 mg), tris(o-tolyl)phosphine (125 mg), and triethylamnine (2.5 mL) in acetonitrile (5 mL) was sealed in a tube and headed at 100° C. for 4 days. The solution was then diluted with EtOAc, and the mixture was extracted with water and aqueous NaHCO3 solution. The organic layer was dried and concentrated. The residue was chromat... RXN SMILES: Br[C:2]1[CH:3]=[C:4]([O:9][CH2:10][C@H:11]2[CH2:15][CH2:14][CH2:13][N:12]2[C:16]([O:18][C:19]([CH3:22])([CH3:21])[CH3:20])=[O:17])[CH:5]=[N:6][C:7]=1[Cl:8].[CH3:23][C:24]([CH3:30])([CH3:29])[CH:25]=[CH:26][CH:27]=[CH2:28].C1(C)C=CC=CC=1P(C1C=CC=CC=1C)C1C=CC=CC=1C>C(#N)C.CCOC(C)=O>[CH3:23][C:24]([CH3:30])([CH3:29])[CH:25]=[CH:26][CH:27]=[CH:28][C:2]1[CH:3]=[C:4]([O:9][CH2:10][C@H:11]2[CH2:15][CH2:14][CH2:13][N:12]2[C:16]([O:18][C:19]([CH3:22])([CH3:21])[CH3:20])=[O:17])[CH:5]=[N:6][C:7]=1[Cl:8]. Reactants: aqueous solution, [OH-].[Na+] (sodium hydroxide), CC(CC1OCC(N2C1=CC=C2)=O)C (2-methylpropyl-1H-pyrrolo [2,1-c][1,4] oxazine-4(3H)-one), Cl (hydrochloric acid), C(C1=CC=CC=C1)OC(=O)Cl (benzylchloroformate). The solvent is O (water). Run at time 1 hour. Yields the product C(=O)(O)C(CC(C)C)OC[C@H]1N(CCC1)C(=O)OCC1=CC=CC=C1 ((2S)-phenylmethyl 2-[(1-carboxy-3-methylbutoxy)methyl]-1-pyrrolidinecarboxylate). Reaction SMILES: CC(C)C[CH:4]1[C:9]2=[CH:10][CH:11]=[CH:12][N:8]2[C:7](=[O:13])[CH2:6][O:5]1.Cl.[CH2:16]([O:23][C:24](Cl)=[O:25])[C:17]1[CH:22]=[CH:21][CH:20]=[CH:19][CH:18]=1.[OH-:27].[Na+]>O>[C:7]([CH:6]([O:5][CH2:4][C@@H:9]1[CH2:10][CH2:11][CH2:12][N:8]1[C:24]([O:23][CH2:16][C:17]1[CH:22]=[CH:21][CH:20]=[CH:19][CH:18]=1)=[O:25])[CH2:16][CH:17]([CH3:22])[CH3:18])([OH:13])=[O:27] |f:3.4|. Reported procedure: (8a S)-Tetrahydro-3-(2-methylpropyl-1H-pyrrolo [2,1-c][1,4] oxazine-4(3H)-one, 5.1 g (0.026 mol), is suspended in a solution of 50 ml of concentrated hydrochloric acid and 50 ml of water and refluxed for four hours, cooled to room temperature and extracted with 200 ml of dichloromethane. The aqueous layer is separated, evaporated in vacuo, the residue dissolved in 200 ml of water, and the pH adjusted with a 10% aqueous solution of sodium hydroxide to pH 10-10.5. The solution is cooled to 5° C. a... Reactants: N1(CCCC1)CCCOC1=CC=C(C=C1)CC#N ([4-(3-pyrrolidin-1-yl-propoxy)-phenyl]-acetonitrile), [H][H] (hydrogen). The reagents and catalysts are [Ni] (Raney® nickel). Solvent: N (ammonia). Run at temperature 50 celsius, time 5 hour. Yields the product N (ammonia), N1(CCCC1)CCCOC1=CC=C(C=C1)CCN (2-[4-(3-Pyrrolidin-1-yl-propoxy)-phenyl]-ethylamine). As a reaction SMILES: [N:1]1([CH2:6][CH2:7][CH2:8][O:9][C:10]2[CH:15]=[CH:14][C:13]([CH2:16][C:17]#[N:18])=[CH:12][CH:11]=2)[CH2:5][CH2:4][CH2:3][CH2:2]1.[H][H]>N.[Ni]>[NH3:1].[N:1]1([CH2:6][CH2:7][CH2:8][O:9][C:10]2[CH:11]=[CH:12][C:13]([CH2:16][CH2:17][NH2:18])=[CH:14][CH:15]=2)[CH2:2][CH2:3][CH2:4][CH2:5]1. Reported procedure: A mixture of [4-(3-pyrrolidin-1-yl-propoxy)-phenyl]-acetonitrile (preparation 104), (1 g, 4.1 mmol) and Raney® nickel (100 mg) in 2M methanolic ammonia (35 mL) was stirred under 60 psi of hydrogen gas at 50° C. for 6 hours. Tlc analysis showed that not all of the starting material had been consumed and so further Raney® nickel (200 mg) was added to the reaction mixture and heating continued for 5 hours. Tlc analysis again showed that starting material was still present and so additional Raney® n...